The task is: describe an organic reaction: reactants, conditions, products, and yield. This data is from the Open Reaction Database (ORD), a public repository of structured organic reaction records. Reactants: C(C)(C)NC(C)C (diisopropylamine), C(CCC)[Li] (n-butyllithium), ClC1=CC=NC=C1 (4-chloropyridine), C(=O)=O (CO2). Run in C1CCOC1 (THF), C1CCOC1 (THF). Run at time 30 minute. Yields the product ClC1=CC=NC=C1C(=O)O (4-Chloronicotinic Acid). Isolated yield 57.0%. RXN SMILES: C(NC(C)C)(C)C.C([Li])CCC.[Cl:13][C:14]1[CH:19]=[CH:18][N:17]=[CH:16][CH:15]=1.[C:20](=[O:22])=[O:21]>C1COCC1>[Cl:13][C:14]1[C:19]([C:20]([OH:22])=[O:21])=[CH:18][N:17]=[CH:16][CH:15]=1. Procedure details: 4-Chloropyridine hydrochloride (25 g) is neutralized with aq. Na2CO3 (10%) and extracted with DCM. The organic layer is separated, dried over Na2SO4 and concentrated under reduced pressure to afford 4-chloropyridine (19 g). To a solution of diisopropylamine (31 mL, 217.6 mmol) in dry THF is added n-butyllithium (115 mL, 184.1 mmol) dropwise at −78° C. under nitrogen. After 30 min, a solution of 4-chloropyridine (19 g, 167.4 mmol) in dry THF is slowly added under nitrogen. The reaction mixture is... Starting materials: CC(C)(C)OC(=O)Cn1c(CCc2ccccc2)ccc(NC(=O)OCc2ccccc2)c1=O, ClCCl, O=C(O)C(F)(F)F. Product: O=C(O)Cn1c(CCc2ccccc2)ccc(NC(=O)OCc2ccccc2)c1=O. As a reaction SMILES: [CH2:1]([c:2]1[cH:3][cH:4][cH:5][cH:6][cH:7]1)[O:8][C:9](=[O:10])[NH:11][c:12]1[c:13](=[O:34])[n:14]([CH2:26][C:27](=[O:28])[O:29][C:30]([CH3:31])([CH3:32])[CH3:33])[c:15]([CH2:18][CH2:19][c:20]2[cH:21][cH:22][cH:23][cH:24][cH:25]2)[cH:16][cH:17]1.[Cl:42][CH2:43][Cl:44].[OH:35][C:36]([C:37]([F:38])([F:39])[F:40])=[O:41]>>[CH2:1]([c:2]1[cH:3][cH:4][cH:5][cH:6][cH:7]1)[O:8][C:9](=[O:10])[NH:11][c:12]1[c:13](=[O:34])[n:14]([CH2:26][C:27](=[O:28])[OH:29])[c:15]([CH2:18][CH2:19][c:20]2[cH:21][cH:22][cH:23][cH:24][cH:25]2)[cH:16][cH:17]1. Reactants: CC=1C=C(CBr)C=CC1 (3-methylbenzylbromide), CC1=C(C(=O)O)C=C(C(=C1)C)C (2,4,5-Trimethylbenzoic acid), C(C)(C)[N-]C(C)C.[Li+] (lithium diisopropylamide), solution. Run in O1CCCC1 (tetrahydrofuran), O1CCCC1 (tetrahydrofuran), CCCCCCC (heptane). Run at time 30 minute. Product: CC=1C=C(C=CC1)CCC1=C(C(=O)O)C=C(C(=C1)C)C (2-[2-[3-Methylphenyl]ethyl]-4,5-dimethylbenzoic acid). RXN SMILES: [CH3:1][C:2]1[CH:10]=[C:9]([CH3:11])[C:8]([CH3:12])=[CH:7][C:3]=1[C:4]([OH:6])=[O:5].C([N-]C(C)C)(C)C.[Li+].[CH3:21][C:22]1[CH:23]=[C:24]([CH:27]=[CH:28][CH:29]=1)[CH2:25]Br>O1CCCC1.CCCCCCC>[CH3:21][C:22]1[CH:23]=[C:24]([CH2:25][CH2:1][C:2]2[CH:10]=[C:9]([CH3:11])[C:8]([CH3:12])=[CH:7][C:3]=2[C:4]([OH:6])=[O:5])[CH:27]=[CH:28][CH:29]=1 |f:1.2|. Procedure details: A solution of the product of step (i)(36.7 g) in tetrahydrofuran (300 ml) was added dropwise to a stirred solution of lithium diisopropylamide (235 ml of a 2.0M solution in heptane) at 10-20° C. The mixture was allowed to warm to room temperature and stirred for 30 minutes then cooled to -20° C. A solution of 3-methylbenzylbromide (36.2 ml) in tetrahydrofuran (100 ml) was added dropwise over 20 minutes. The mixture was allowed to warm to room temperature and stirred for 45 minutes before quenchi... The reactants are O1C(CCCC1)OC1=CC=C(C=C1)C#C (4-Tetrahydropyranyloxyphenylacetylene), BrC1=CC=C(C=C1)C(F)(F)F (4-bromobenzotriflouride). Reagents/catalysts: Cl[Pd]([P](C1=CC=CC=C1)(C2=CC=CC=C2)C3=CC=CC=C3)([P](C4=CC=CC=C4)(C5=CC=CC=C5)C6=CC=CC=C6)Cl (Pd(PPh3)2Cl2), [Cu]I (copper(I) iodide). Solvent: C(C)(C)NC(C)C (diisopropylamine). Conditions: temperature 80 celsius, time 2 hour. Product: O1C(CCCC1)OC1=CC=C(C=C1)C#CC1=CC=C(C=C1)C(F)(F)F (4-Tetrahydropyranyloxy-4′-trifluormethyltolan). Reaction SMILES: [O:1]1[CH2:6][CH2:5][CH2:4][CH2:3][CH:2]1[O:7][C:8]1[CH:13]=[CH:12][C:11]([C:14]#[CH:15])=[CH:10][CH:9]=1.Br[C:17]1[CH:22]=[CH:21][C:20]([C:23]([F:26])([F:25])[F:24])=[CH:19][CH:18]=1>C(NC(C)C)(C)C.Cl[Pd](Cl)([P](C1C=CC=CC=1)(C1C=CC=CC=1)C1C=CC=CC=1)[P](C1C=CC=CC=1)(C1C=CC=CC=1)C1C=CC=CC=1.[Cu]I>[O:1]1[CH2:6][CH2:5][CH2:4][CH2:3][CH:2]1[O:7][C:8]1[CH:9]=[CH:10][C:11]([C:14]#[C:15][C:17]2[CH:22]=[CH:21][C:20]([C:23]([F:26])([F:25])[F:24])=[CH:19][CH:18]=2)=[CH:12][CH:13]=1 |^1:36,55|. Reported procedure: A solution of 3 (12.1 g, 60 mmol) and 4-bromobenzotriflouride (14.85 g, 66 mmol) in diisopropylamine (250 ml) was heated to 30° C. under nitrogen, and the solution was degassed. Then Pd(PPh3)2Cl2 (210 mg, 0.3 mmol) and copper(I) iodide (114 mg, 0.6 mmol) were added to this clear solution. The reaction mixture was stirred for 2 hours at 80° C., then cooled to room temperature. The salt formed during the reaction procedure was filtered off and washed well with ethyl acetate. The filtrate was evapo... Starting materials: C(C1=CC=CC=C1)OC(=O)NCCC(CC(=O)OCC)=O (ethyl 5-benzyloxycarbonylamino-3-oxo-pentanoate), C(=O)(OC(C)(C)C)N1CCC(CC1)C=1N(N=CC1C=O)C1CC1 (N-Boc-4-(2-cyclopropyl-4-formyl-2H-pyrazol-3-yl)-piperidine). Product: C(C1=CC=CC=C1)OC(NCCC=1N(N=CC1C=O)C1=CC=CC=C1)=O ([2-(4-Formyl-2-phenyl-2H-pyrazol-3-yl)-ethyl]-carbamic acid benzyl ester). RXN SMILES: [CH2:1]([O:8][C:9]([NH:11][CH2:12][CH2:13][C:14](=O)[CH2:15][C:16]([O:18]CC)=O)=[O:10])[C:2]1[CH:7]=[CH:6][CH:5]=[CH:4][CH:3]=1.C(N1[CH2:34][CH2:33][CH:32]([C:35]2[N:36](C3CC3)[N:37]=[CH:38][C:39]=2[CH:40]=O)CC1)(OC(C)(C)C)=O>>[CH2:1]([O:8][C:9](=[O:10])[NH:11][CH2:12][CH2:13][C:14]1[N:36]([C:35]2[CH:32]=[CH:33][CH:34]=[CH:40][CH:39]=2)[N:37]=[CH:38][C:15]=1[CH:16]=[O:18])[C:2]1[CH:3]=[CH:4][CH:5]=[CH:6][CH:7]=1. Reported procedure: [2-(4-Formyl-2-phenyl-2H-pyrazol-3-yl)-ethyl]-carbamic acid benzyl ester was prepared from ethyl 5-benzyloxycarbonylamino-3-oxo-pentanoate in the same manner as N-Boc-4-(2-cyclopropyl-4-formyl-2H-pyrazol-3-yl)-piperidine (Example 108). Reactants: diacetyl, OC=1C=C(C=O)C=C(C1O)[N+](=O)[O-] (3,4-dihydroxy-5-nitrobenzaldehyde), N1=CC=C(C=C1)C (4-picoline). Solvent: C(C)(=O)OC(C)=O (acetic anhydride). Yields the product [N+](=O)([O-])C1=C(C(O)=CC(=C1)C=CC1=CC=NC=C1)O (3-Nitro-5-[2-(4-pyridyl)vinyl]catechol). Reaction SMILES: [OH:1][C:2]1[CH:3]=[C:4]([CH:7]=[C:8]([N+:11]([O-:13])=[O:12])[C:9]=1[OH:10])[CH:5]=O.[N:14]1[CH:19]=[CH:18][C:17]([CH3:20])=[CH:16][CH:15]=1>C(OC(=O)C)(=O)C>[N+:11]([C:8]1[CH:7]=[C:4]([CH:5]=[CH:20][C:17]2[CH:18]=[CH:19][N:14]=[CH:15][CH:16]=2)[CH:3]=[C:2]([OH:1])[C:9]=1[OH:10])([O-:13])=[O:12]. Reported procedure: A solution containing 2.0 g (0.011 mole) of 3,4-dihydroxy-5-nitrobenzaldehyde and 2.23 g (0,024 mole) of 4-picoline in9.0 ml of acetic anhydride was refluxed for 1 h. About 15 ml of isopropanolwas then added and the solution was cooled to 0° C. where upon the diacetyl-derivative of the desired product crystallized. After filtration the product was suspended in 100 ml of 0.5 N hydrochloric acid and refluxed for 1.5 h. After cooling the precipitate was filtered, washed with water and acetone and d...